This data is from the Open Reaction Database (ORD), a public repository of structured organic reaction records. The task is: describe an organic reaction: reactants, conditions, products, and yield Reactants: C(C(C)C)C1=C(C=C(C=C1)O)O (4-Isobutyl-benzene-1,3-diol), C(C)(=O)O (aceticacid), CC(=O)[O-].[Na+] (NaOAc). Solvent: B(F)(F)F (BF3). Reaction conditions: temperature 90 celsius, time 4 hour. The product is OC1=C(C=C(C(=C1)O)CC(C)C)C(C)=O (1-(2,4-dihydroxy-5-isobutyl-phenyl)-ethanone). As a reaction SMILES: [CH2:1]([C:5]1[CH:10]=[CH:9][C:8]([OH:11])=[CH:7][C:6]=1[OH:12])[CH:2]([CH3:4])[CH3:3].[C:13](O)(=[O:15])[CH3:14].CC([O-])=O.[Na+]>B(F)(F)F>[OH:11][C:8]1[CH:7]=[C:6]([OH:12])[C:5]([CH2:1][CH:2]([CH3:4])[CH3:3])=[CH:10][C:9]=1[C:13](=[O:15])[CH3:14] |f:2.3|. Procedure: 4-Isobutyl-benzene-1,3-diol (1 eq)was taken up in BF3.Oet2 (6 eq) and aceticacid (2 eq) was added. The solution was heated for 16 hours at 90° C. than allowed to cool to room temperature. The solution was added drop wise to 10% NaOAc (aq) and allowed to stand for 4 hours, before being extracted twice with diethyl ether. The organic phases were combined and washed with sat. NaHCO3 (aq), then dried over magnesium sulfate, filtered and concentrated in vacuo to give 1-(2,4-dihydroxy-5-isobutyl-pheny... Product: COc1ccc(N2CCOCC2)c2sc(NC(=O)c3ccc(N4CC(C)OC(C)C4)nc3)nc12. The reactants are O=C([O-])[O-], CC1CNCC(C)O1, CN1CCCC1=O, COc1ccc(N2CCOCC2)c2sc(NC(=O)c3ccc(Cl)nc3)nc12, [Cs+], [Cs+]. Reaction SMILES: [C:28](=[O:29])([O-:30])[O-:31].[CH3:34][CH:35]1[O:36][CH:37]([CH3:41])[CH2:38][NH:39][CH2:40]1.[CH3:42][N:43]1[CH2:44][CH2:45][CH2:46][C:47]1=[O:48].[Cl:1][c:2]1[n:3][cH:4][c:5]([C:6](=[O:7])[NH:8][c:9]2[s:10][c:11]3[c:12]([n:13]2)[c:14]([O:24][CH3:25])[cH:15][cH:16][c:17]3[N:18]2[CH2:19][CH2:20][O:21][CH2:22][CH2:23]2)[cH:26][cH:27]1.[Cs+:32].[Cs+:33]>>[c:2]1([N:39]2[CH2:38][CH:37]([CH3:41])[O:36][CH:35]([CH3:34])[CH2:40]2)[n:3][cH:4][c:5]([C:6](=[O:7])[NH:8][c:9]2[s:10][c:11]3[c:12]([n:13]2)[c:14]([O:24][CH3:25])[cH:15][cH:16][c:17]3[N:18]2[CH2:19][CH2:20][O:21][CH2:22][CH2:23]2)[cH:26][cH:27]1. Reactants: O=C([O-])[O-], CCOC(=O)Cn1ccc2cccc(O)c21, CC#N, [Cs+], [Cs+], CS(=O)(=O)OCCCC#Cc1ccc(OC(F)(F)F)cc1, [I-], [K+]. Yields the product CCOC(=O)Cn1ccc2cccc(OCCCC#Cc3ccc(OC(F)(F)F)cc3)c21. Reaction SMILES: [C:38](=[O:39])([O-:40])[O-:41].[CH2:1]([CH3:2])[O:3][C:4]([CH2:5][n:6]1[cH:7][cH:8][c:9]2[cH:10][cH:11][cH:12][c:13]([OH:15])[c:14]12)=[O:16].[CH3:46][C:47]#[N:48].[Cs+:42].[Cs+:43].[F:17][C:18]([O:19][c:20]1[cH:21][cH:22][c:23]([C:26]#[C:27][CH2:28][CH2:29][CH2:30][O:31][S:32]([CH3:33])(=[O:34])=[O:35])[cH:24][cH:25]1)([F:36])[F:37].[I-:45].[K+:44]>>[CH2:1]([CH3:2])[O:3][C:4]([CH2:5][n:6]1[cH:7][cH:8][c:9]2[cH:10][cH:11][cH:12][c:13]([O:15][CH2:30][CH2:29][CH2:28][C:27]#[C:26][c:23]3[cH:22][cH:21][c:20]([O:19][C:18]([F:17])([F:36])[F:37])[cH:25][cH:24]3)[c:14]12)=[O:16]. The reactants are FC(C1=C(C=O)C=CC(=C1)[N+](=O)[O-])(F)F (2-trifluoromethyl-4-nitrobenzaldehyde), CC(CC(C)=O)=O (2,4-pentanedione), C(C)(=O)O (acetic acid), N1CCCCC1 (piperidine). Run in ClCCl (dichloromethane). The product is [N+](=O)([O-])C1=CC(=C(C=C(C(C)=O)C(C)=O)C=C1)C(F)(F)F (3-[4-Nitro-2-(trifluoromethyl)benzylidene]pentane-2,4-dione). As a reaction SMILES: [F:1][C:2]([F:15])([F:14])[C:3]1[CH:10]=[C:9]([N+:11]([O-:13])=[O:12])[CH:8]=[CH:7][C:4]=1[CH:5]=O.[CH3:16][C:17](=[O:22])[CH2:18][C:19](=[O:21])[CH3:20].C(O)(=O)C.N1CCCCC1>ClCCl>[N+:11]([C:9]1[CH:8]=[CH:7][C:4]([CH:5]=[C:18]([C:17](=[O:22])[CH3:16])[C:19](=[O:21])[CH3:20])=[C:3]([C:2]([F:15])([F:14])[F:1])[CH:10]=1)([O-:13])=[O:12]. Procedure: 1 g (4.56 mmol) of 2-trifluoromethyl-4-nitrobenzaldehyde, 0.51 ml (5.02 mmol) of 2,4-pentanedione, 0.4 ml (6.85 mmol) of acetic acid and 90 μl (0.91 mmol) of piperidine in 20 ml of anhydrous dichloromethane are stirred under reflux with a water trap for 24 h. After cooling, the reaction solution is washed successively with saturated sodium bicarbonate solution and saturated sodium chloride solution. The organic phase is dried over magnesium sulfate and concentrated. The residue (1.28 g) is react... Starting materials: ClC1=NC=CC=C1[N+](=O)[O-] (2-chloro-3-nitropyridine), Cl.C(C)OC(CN)=O (glycine ethyl ester hydrochloride), C(=O)([O-])[O-].[K+].[K+] (K2CO3). Run in C1(=CC=CC=C1)C (toluene). The product is 34A, C(C)OC(CNC1=NC=CC=C1N)=O (N-(3-amino-2-pyridinyl)glycine ethyl ester). Yield: 71.2%. As a reaction SMILES: Cl[C:2]1[C:7]([N+:8]([O-])=O)=[CH:6][CH:5]=[CH:4][N:3]=1.Cl.[CH2:12]([O:14][C:15](=[O:18])[CH2:16][NH2:17])[CH3:13].C([O-])([O-])=O.[K+].[K+]>C1(C)C=CC=CC=1>[CH2:12]([O:14][C:15](=[O:18])[CH2:16][NH:17][C:2]1[C:7]([NH2:8])=[CH:6][CH:5]=[CH:4][N:3]=1)[CH3:13] |f:1.2,3.4.5|. Procedure details: A mixture of 2-chloro-3-nitropyridine (9.4 g, 59 mmol), glycine ethyl ester hydrochloride (10.8 g, 77 mmol), and K2CO3 (21.3 g, 154 mmol) in toluene (100 mL) was refluxed overnight. The mixture was then filtered, concentrated, and subjected to chromatography (20% EtOAc/hexanes). The resulting yellow solid was dissolved in EtOH (300 mL), treated with Raney Ni (2 g) and hydrogenated at 40 psi H2 overnight. The mixture was filtered, concentrated and chromatographed (2-5% MeOH/CH2Cl2) to provide 34A...